From a dataset of the Open Reaction Database (ORD), a public repository of structured organic reaction records. describe an organic reaction: reactants, conditions, products, and yield The reactants are [Na+].[Na+].[Na+].C(CCCCCCCCCCCCCCCCCC)NC=1C=C(C(=C(C1)C(=O)[O-])C(=O)[O-])C(=O)[O-] (5-nonadecylamino-1,2,3-benzenetricarboxylic acid trisodium salt), 5-alkylamino-1,2,3-benzenetricarboxylic acids, [Na+].[Na+].[Na+].C(CCCCCCCCCCCCCC)NC=1C=C(C(=C(C1)C(=O)[O-])C(=O)[O-])C(=O)[O-] (5-pentadecylamino-1,2,3-benzenetricarboxylic acid trisodium salt), [Na+].[Na+].[Na+].C(CCCCCCCCC)NC=1C=C(C(=C(C1)C(=O)[O-])C(=O)[O-])C(=O)[O-] (5-decylamino-1,2,3-benzenetricarboxylic acid trisodium salt), [Na+].[Na+].[Na+].C(CCCCCCCCCCCCCCCC)NC=1C=C(C(=C(C1)C(=O)[O-])C(=O)[O-])C(=O)[O-] (5-heptadecylamino-1,2,3-benzenetricarboxylic acid trisodium salt), [Na+].[Na+].[Na+].C(CCCCCCCCCC)NC=1C=C(C(=C(C1)C(=O)[O-])C(=O)[O-])C(=O)[O-] (5-undecylamino-1,2,3-benzenetricarboxylic acid trisodium salt), [Na+].[Na+].[Na+].C(CCCCCCCCCCCCCCCCC)NC=1C=C(C(=C(C1)C(=O)[O-])C(=O)[O-])C(=O)[O-] (5-octadecylamino-1,2,3-benzenetricarboxylic acid trisodium salt), [Na+].[Na+].[Na+].C(CCCCCCCCCCCC)NC=1C=C(C(=C(C1)C(=O)[O-])C(=O)[O-])C(=O)[O-] (5-tridecylamino-1,2,3-benzenetricarboxylic acid trisodium salt), [Na+].[Na+].[Na+].CC(CCCCCCCCCCCCCNC=1C=C(C(=C(C1)C(=O)[O-])C(=O)[O-])C(=O)[O-])C (5-(14-methylpentadecyl)amino-1,2,3-benzenetricarboxylic acid trisodium salt), [Na+].[Na+].[Na+].C(CCCCCCCCCCCCC)NC=1C=C(C(=C(C1)C(=O)[O-])C(=O)[O-])C(=O)[O-] (5-tetradecylamino-1,2,3-benzenetricarboxylic acid trisodium salt), [Na+].[Na+].[Na+].C(CCCCCCCCCCC)NC=1C=C(C(=C(C1)C(=O)[O-])C(=O)[O-])C(=O)[O-] (5-dodecylamino-1,2,3-benzenetricarboxylic acid trisodium salt), [Na+].[Na+].[Na+].C(CCCCCCC)NC=1C=C(C(=C(C1)C(=O)[O-])C(=O)[O-])C(=O)[O-] (5-octylamino-1,2,3-benzenetricarboxylic acid trisodium salt), [Na+].[Na+].[Na+].C(CCCCCCCC)NC=1C=C(C(=C(C1)C(=O)[O-])C(=O)[O-])C(=O)[O-] (5-nonylamino-1,2,3-benzenetricarboxylic acid trisodium salt), [Na+].[Na+].[Na+].CC(CCCCCCCCCC)NC=1C=C(C(=C(C1)C(=O)[O-])C(=O)[O-])C(=O)[O-] (5-(1-methylundecyl)amino-1,2,3-benzenetricarboxylic acid trisodium salt). Product: [Na+].[Na+].[Na+].C(CCCCCCCCCCCCCCC)NC=1C=C(C(=C(C1)C(=O)[O-])C(=O)[O-])C(=O)[O-] (5-Hexadecylamino-1,2,3-benzenetricarboxylic acid Trisodium Salt). RXN SMILES: [Na+:1].[Na+].[Na+].[CH2:4]([NH:12][C:13]1[CH:14]=[C:15]([C:25]([O-:27])=[O:26])[C:16]([C:22]([O-:24])=[O:23])=[C:17]([C:19]([O-:21])=[O:20])[CH:18]=1)[CH2:5][CH2:6][CH2:7][CH2:8][CH2:9][CH2:10][CH3:11].[Na+].[Na+].[Na+].[CH2:31](NC1C=C(C([O-])=O)C(C([O-])=O)=C(C([O-])=O)C=1)[CH2:32][CH2:33][CH2:34][CH2:35][CH2:36][CH2:37][CH2:38]C.[Na+].[Na+].[Na+].C(NC1C=C(C([O-])=O)C(C([O-])=O)=C(C([O-])=O)C=1)CCCCCCCCC.[Na+].[Na+].[Na+].C(NC1C=C(C([O-])=O)C(C([O-])=O)=C(C([O-])=O)C=1)CCCCCCCCCC.[Na+].[Na+].[Na+].CC(NC1C=C(C([O-])=O)C(C([O-])=O)=C(C([O-])=O)C=1)CCCCCCCCCC.[Na+].[Na+].[Na+].C(NC1C=C(C([O-])=O)C(C([O-])=O)=C(C([O-])=O)C=1)CCCCCCCCCCC.[Na+].[Na+].[Na+].C(NC1C=C(C([O-])=O)C(C([O-])=O)=C(C([O-])=O)C=1)CCCCCCCCCCCC.[Na+].[Na+].[Na+].C(NC1C=C(C([O-])=O)C(C([O-])=O)=C(C([O-])=O)C=1)CCCCCCCCCCCCC.[Na+].[Na+].[Na+].C(NC1C=C(C([O-])=O)C(C([O-])=O)=C(C([O-])=O)C=1)CCCCCCCCCCCCCC.[Na+].[Na+].[Na+].CC(C)CCCCCCCCCCCCCNC1C=C(C([O-])=O)C(C([O-])=O)=C(C([O-])=O)C=1.[Na+].[Na+].[Na+].C(NC1C=C(C([O-])=O)C(C([O-])=O)=C(C([O-])=O)C=1)CCCCCCCCCCCCCCCC.[Na+].[Na+].[Na+].C(NC1C=C(C([O-])=O)C(C([O-])=O)=C(C([O-])=O)C=1)CCCCCCCCCCCCCCCCC.[Na+].[Na+].[Na+].C(NC1C=C(C([O-])=O)C(C([O-])=O)=C(C([O-])=O)C=1)CCCCCCCCCCCCCCCCCC>>[Na+:1].[Na+:1].[Na+:1].[CH2:4]([NH:12][C:13]1[CH:18]=[C:17]([C:19]([O-:21])=[O:20])[C:16]([C:22]([O-:24])=[O:23])=[C:15]([C:25]([O-:27])=[O:26])[CH:14]=1)[CH2:5][CH2:6][CH2:7][CH2:8][CH2:9][CH2:10][CH2:11][CH2:31][CH2:32][CH2:33][CH2:34][CH2:35][CH2:36][CH2:37][CH3:38] |f:0.1.2.3,4.5.6.7,8.9.10.11,12.13.14.15,16.17.18.19,20.21.22.23,24.25.26.27,28.29.30.31,32.33.34.35,36.37.38.39,40.41.42.43,44.45.46.47,48.49.50.51,52.53.54.55|. Procedure details: Similarly, the 5-alkylamino-1,2,3-benzenetricarboxylic acids described in Example 6 give, respectively, 5-octylamino-1,2,3-benzenetricarboxylic acid trisodium salt, 5-nonylamino-1,2,3-benzenetricarboxylic acid trisodium salt, 5-decylamino-1,2,3-benzenetricarboxylic acid trisodium salt, 5-undecylamino-1,2,3-benzenetricarboxylic acid trisodium salt, 5-(1-methylundecyl)amino-1,2,3-benzenetricarboxylic acid trisodium salt, 5-dodecylamino-1,2,3-benzenetricarboxylic acid trisodium salt, 5-tridecylamin... Reactants: CC(C)(C)N1C(=O)C=C(c2ccc(CCNS(=O)(=O)c3ccc(Oc4ccccc4)cc3)cc2)S1(=O)=O, [Cl-], [NH4+], C1CCOC1. The product is CC(C)(C)N1C(=O)CC(c2ccc(CCNS(=O)(=O)c3ccc(Oc4ccccc4)cc3)cc2)S1(=O)=O. RXN SMILES: [C:1]([CH3:2])([CH3:3])([CH3:4])[N:5]1[S:6](=[O:36])(=[O:37])[C:7]([c:11]2[cH:12][cH:13][c:14]([CH2:17][CH2:18][NH:19][S:20](=[O:21])(=[O:22])[c:23]3[cH:24][cH:25][c:26]([O:29][c:30]4[cH:31][cH:32][cH:33][cH:34][cH:35]4)[cH:27][cH:28]3)[cH:15][cH:16]2)=[CH:8][C:9]1=[O:10].[Cl-:38].[NH4+:39].[O:40]1[CH2:41][CH2:42][CH2:43][CH2:44]1>>[C:1]([CH3:2])([CH3:3])([CH3:4])[N:5]1[S:6](=[O:36])(=[O:37])[CH:7]([c:11]2[cH:12][cH:13][c:14]([CH2:17][CH2:18][NH:19][S:20](=[O:21])(=[O:22])[c:23]3[cH:24][cH:25][c:26]([O:29][c:30]4[cH:31][cH:32][cH:33][cH:34][cH:35]4)[cH:27][cH:28]3)[cH:15][cH:16]2)[CH2:8][C:9]1=[O:10]. The reactants are CCO, CN1C(=O)c2ccc([N+](=O)[O-])cc2C1=O, C1CCOC1. The product is CN1C(=O)c2ccc(N)cc2C1=O. Reaction SMILES: [CH2:21]([OH:22])[CH3:23].[CH3:1][N:2]1[C:3](=[O:15])[c:4]2[cH:5][cH:6][c:7]([N+:12]([O-:13])=[O:14])[cH:8][c:9]2[C:10]1=[O:11].[O:16]1[CH2:17][CH2:18][CH2:19][CH2:20]1>>[CH3:1][N:2]1[C:3](=[O:15])[c:4]2[cH:5][cH:6][c:7]([NH2:12])[cH:8][c:9]2[C:10]1=[O:11]. Reactants: CCO, CC(C)C(=O)c1c(C(C)C)nn2ccccc12, Cl, Cl, NO, [Na+], [OH-], O. Yields the product CC(C)C(=NO)c1c(C(C)C)nn2ccccc12. RXN SMILES: [CH3:24][CH2:25][OH:26].[CH:1]([CH3:2])([CH3:3])[c:4]1[n:5][n:6]2[c:7]([cH:8][cH:9][cH:10][cH:11]2)[c:12]1[C:13]([CH:14]([CH3:15])[CH3:16])=[O:17].[ClH:18].[ClH:23].[NH2:19][OH:20].[Na+:22].[OH-:21].[OH2:27]>>[CH:1]([CH3:2])([CH3:3])[c:4]1[n:5][n:6]2[c:7]([cH:8][cH:9][cH:10][cH:11]2)[c:12]1[C:13]([CH:14]([CH3:15])[CH3:16])=[N:19][OH:20]. Starting materials: Cl.BrC12CC3(CC(CC(C1)C3)(C2)C)C (1-bromo-3,5-dimethyl-adamantane hydrochloride), C(C)(C)NC(=O)NC(C)C (N,N'-di-isopropylurea). Solvent: O (water). Conditions: time 10 minute. Yields the product Cl.CN(C(C)C)C12CC3(CC(CC(C1)C3)(C2)C)C (1-(N-methyl,N-isopropylamino)-3,5-dimethyl-adamantane hydrochloride). The yield is 44.0%. RXN SMILES: [ClH:1].Br[C:3]12[CH2:12][C:7]3([CH3:13])[CH2:8][CH:9]([CH2:11][C:5]([CH3:14])([CH2:6]3)[CH2:4]1)[CH2:10]2.[CH:15]([NH:18][C:19](NC(C)C)=O)([CH3:17])[CH3:16]>O>[ClH:1].[CH3:19][N:18]([C:3]12[CH2:12][C:7]3([CH3:13])[CH2:8][CH:9]([CH2:11][C:5]([CH3:14])([CH2:6]3)[CH2:4]1)[CH2:10]2)[CH:15]([CH3:17])[CH3:16] |f:0.1,4.5|. Reported procedure: 2.43 grams of 1-bromo-3,5-dimethyl-adamantane hydrochloride were heated in a closed vessel for 40 minutes at 180° C., with 2.8 grams of N,N'-di-isopropylurea. After cooling, the reaction product was suspended in 50 ml. of water, acidified, and extracted with two 10-ml. portions of ether. Next, the water phase was brought to a pH of between 12 and 13 with sodium hydroxide, stirred for 10 minutes, and extracted with four 10-ml. portions of benzene. The benzene extracts were combined, the benzene s... Starting materials: CC(=O)NC1C(=O)N2C1S(=O)C(C)(C)C2C(=O)OCc1ccc([N+](=O)[O-])cc1, Cc1ccccc1, O=C1CCC(=O)N1Cl, O. Product: C=C(C)C(C(=O)OCc1ccc([N+](=O)[O-])cc1)N1C(=O)C(NC(C)=O)C1S(=O)Cl. Reaction SMILES: [C:8]([CH3:9])(=[O:10])[NH:11][CH:12]1[CH:13]2[N:14]([CH:15]([C:21](=[O:22])[O:23][CH2:24][c:25]3[cH:26][cH:27][c:28]([N+:31](=[O:32])[O-:33])[cH:29][cH:30]3)[C:16]([CH3:19])([CH3:20])[S:17]2=[O:18])[C:34]1=[O:35].[CH3:1][c:2]1[cH:3][cH:4][cH:5][cH:6][cH:7]1.[Cl:36][N:37]1[C:38](=[O:39])[CH2:40][CH2:41][C:42]1=[O:43].[OH2:44]>>[C:8]([CH3:9])(=[O:10])[NH:11][CH:12]1[CH:13]([S:17](=[O:18])[Cl:36])[N:14]([CH:15]([C:16]([CH3:19])=[CH2:20])[C:21](=[O:22])[O:23][CH2:24][c:25]2[cH:26][cH:27][c:28]([N+:31](=[O:32])[O-:33])[cH:29][cH:30]2)[C:34]1=[O:35]. Starting materials: S1C=CC=C1 (thiophene), C(CCC)[Li] (n-butyllithium), Cl (hydrochloric acid), C(C(C)C)Br (Isobutylbromide). The solvent is O1CCCC1.CN(P(=O)(N(C)C)N(C)C)C (tetrahydrofuran hexamethylphosphoramide). Reaction conditions: temperature -78 celsius, time 20 minute. Yields the product C(C(C)C)C=1SC=CC1 (2-isobutylthiophene). RXN SMILES: [S:1]1[CH:5]=[CH:4][CH:3]=[CH:2]1.C([Li])CCC.[CH2:11](Br)[CH:12]([CH3:14])[CH3:13].Cl>O1CCCC1.CN(C)P(N(C)C)(N(C)C)=O>[CH2:11]([C:2]1[S:1][CH:5]=[CH:4][CH:3]=1)[CH:12]([CH3:14])[CH3:13] |f:4.5|. Reported procedure: To a solution of thiophene (1.12 mL, 14.26 mmol) in 35 mL of 9:1 tetrahydrofuran/hexamethylphosphoramide under argon at −78° C. was added n-butyllithium (6.28 mL, 2.5 M in hexanes) and the resulting solution stirred at −78° C. for 20 minutes. Isobutylbromide (1.63 mL, 15.00 mmol) was added dropwise and the resulting solution stirred while warming to room temperature over 2 h before being poured into 100 mL 1 N hydrochloric acid. Organics were extracted with hexanes (3×100 mL), washed with 0.1 N ...